The task is: describe an organic reaction: reactants, conditions, products, and yield. This data is from the Open Reaction Database (ORD), a public repository of structured organic reaction records. The reactants are C(C1=CC=CC=C1)OC1=CC=C(C=C1)C1OCCN2C1CCC2CCC2=CC=CC=C2 ((1RS,6SR,8aRS)-1-(4-Benzyloxy-phenyl)-6-phenethyl-hexahydro-pyrrolo[2, 1-c][1,4]oxazine). Run in CO (MeOH), [Pd] (Pd). Product: C(CC1=CC=CC=C1)C1CCC2C(OCCN21)C2=CC=C(C=C2)O ((1RS,6SR,8aRS)-4-(6-phenethyl-hexahydro-pyrrolo[2,1-c][1, 4]oxazin-1-yl)-phenol). Yield: 35.1%. Reaction SMILES: C([O:8][C:9]1[CH:14]=[CH:13][C:12]([CH:15]2[CH:20]3[CH2:21][CH2:22][CH:23]([CH2:24][CH2:25][C:26]4[CH:31]=[CH:30][CH:29]=[CH:28][CH:27]=4)[N:19]3[CH2:18][CH2:17][O:16]2)=[CH:11][CH:10]=1)C1C=CC=CC=1>CO.[Pd]>[CH2:24]([CH:23]1[N:19]2[CH:20]([CH:15]([C:12]3[CH:11]=[CH:10][C:9]([OH:8])=[CH:14][CH:13]=3)[O:16][CH2:17][CH2:18]2)[CH2:21][CH2:22]1)[CH2:25][C:26]1[CH:27]=[CH:28][CH:29]=[CH:30][CH:31]=1. Reported procedure: (1RS,6SR,8aRS)-1-(4-Benzyloxy-phenyl)-6-phenethyl-hexahydro-pyrrolo[2, 1-c][1,4]oxazine (0.09 g, 0.22 mmol) was dissolved in MeOH (5 ml) and hydrogenated in the presence of Pd on C at room temperature and at atmospheric pressure for 4 hours. After filtration and evaporation of the solvent the residue was chromatographed over silica gel (CH2Cl2 --MeOH 19:1) to provide (1RS,6SR,8aRS)-4-(6-phenethyl-hexahydro-pyrrolo[2,1-c][1, 4]oxazin-1-yl)-phenol (25 mg, 35%) as a pink solid, m.p. 170-172° C. MS:...